This data is from the Open Reaction Database (ORD), a public repository of structured organic reaction records. The task is: describe an organic reaction: reactants, conditions, products, and yield Starting materials: CC(C(=O)OCC=1C=C2C=C(NC2=C(C1)[N+](=O)[O-])C=1SC[C@H](N1)COC(C(C)(C)C)=O)(C)C (2,2-Dimethyl-propionic acid (R)-2-[5-(2,2-dimethyl-propionyloxymethyl)-7-nitro-1H-indol-2-yl]-4,5-dihydro-thiazol-4-yl-methyl ester), C1(CCCC1)=O (cyclopentanone). Yields the product C1(CCCC1)NC=1C=C(C=C2C=C(NC12)C=1SC[C@H](N1)COC(C(C)(C)C)=O)COC(C(C)(C)C)=O (2,2-Dimethyl-propionic acid (R)-2-[7-cyclopentylamino-5-(2,2-dimethyl-propionyloxymethyl)-1H-indol-2-yl]-4,5-dihydro-thiazol-4-yl-methyl ester). Reaction SMILES: [CH3:1][C:2]([CH3:33])([CH3:32])[C:3]([O:5][CH2:6][C:7]1[CH:8]=[C:9]2[C:13](=[C:14]([N+:16]([O-])=O)[CH:15]=1)[NH:12][C:11]([C:19]1[S:20][CH2:21][C@@H:22]([CH2:24][O:25][C:26](=[O:31])[C:27]([CH3:30])([CH3:29])[CH3:28])[N:23]=1)=[CH:10]2)=[O:4].[C:34]1(=O)[CH2:38][CH2:37][CH2:36][CH2:35]1>>[CH:34]1([NH:16][C:14]2[CH:15]=[C:7]([CH2:6][O:5][C:3](=[O:4])[C:2]([CH3:33])([CH3:32])[CH3:1])[CH:8]=[C:9]3[C:13]=2[NH:12][C:11]([C:19]2[S:20][CH2:21][C@@H:22]([CH2:24][O:25][C:26](=[O:31])[C:27]([CH3:30])([CH3:29])[CH3:28])[N:23]=2)=[CH:10]3)[CH2:38][CH2:37][CH2:36][CH2:35]1. Reported procedure: 2,2-Dimethyl-propionic acid (R)-2-[5-(2,2-dimethyl-propionyloxymethyl)-7-nitro-1H-indol-2-yl]-4,5-dihydro-thiazol-4-yl-methyl ester prepared in Preparation 43 and cyclopentanone were reacted according to the same procedure as Example 1 to give the title compound. The reactants are CC(=O)C1=CC=C(C=C1)I (4-iodoacetophenone), O[C@]1(C[C@@H]2CC[C@H]3[C@@H]4CC[C@@H]([C@@]4(C)CC[C@@H]3[C@]2(CC1)C)OCC#C)C (3α-hydroxy-3β-methyl-17β-(2-propynyloxy)-5α-androstane). Reaction conditions: temperature 23 celsius, time 45 minute. The product is C(C)(=O)C1=CC=C(C=C1)C#CCO[C@@H]1[C@]2(C)[C@@H](CC1)[C@@H]1CC[C@H]3C[C@](CC[C@]3(C)[C@H]1CC2)(C)O (17β-[3-(4-acetylphenyl)-2-propynyloxy]-3α-hydroxy-3β-methyl-5α-androstane). The yield is 68.4%. RXN SMILES: [CH3:1][C:2]([C:4]1[CH:9]=[CH:8][C:7](I)=[CH:6][CH:5]=1)=[O:3].[OH:11][C@:12]1([CH3:35])[CH2:29][CH2:28][C@@:27]2([CH3:30])[C@@H:14]([CH2:15][CH2:16][C@@H:17]3[C@@H:26]2[CH2:25][CH2:24][C@@:22]2([CH3:23])[C@H:18]3[CH2:19][CH2:20][C@@H:21]2[O:31][CH2:32][C:33]#[CH:34])[CH2:13]1>>[C:2]([C:4]1[CH:9]=[CH:8][C:7]([C:34]#[C:33][CH2:32][O:31][C@H:21]2[CH2:20][CH2:19][C@H:18]3[C@H:17]4[C@H:26]([CH2:25][CH2:24][C@:22]23[CH3:23])[C@:27]2([CH3:30])[C@H:14]([CH2:13][C@@:12]([OH:11])([CH3:35])[CH2:29][CH2:28]2)[CH2:15][CH2:16]4)=[CH:6][CH:5]=1)(=[O:3])[CH3:1]. Procedure details: A solution of 4-iodoacetophenone (16 mg, 0.06 mmol), 3α-hydroxy-3β-methyl-17β-(2-propynyloxy)-5α-androstane (22 mg, 0.06 mmol) in dry degassed triethylamine (1 mL) was stirred under argon at 23° C. Bis(triphenylphosphine)palladium chloride (2 mg) and CuI (2 mg) were added and the mixture was stirred at this temp. for 45 min. CH2Cl2 (4 mL) was added and the mixture was stirred at 23° C. for 1 hr. The TLC showed 100% conversion of the starting material, hence, the solvent was removed and the resid... Reactants: ClCCl, CCN(C(C)C)C(C)C, O=C(Cl)c1ccc(Cl)cc1, NCCCn1ccnc1. The product is O=C(NCCCn1ccnc1)c1ccc(Cl)cc1. Reaction SMILES: [CH2:29]([Cl:30])[Cl:31].[CH:10]([N:11]([CH:12]([CH3:13])[CH3:14])[CH2:15][CH3:16])([CH3:17])[CH3:18].[Cl:19][c:20]1[cH:21][cH:22][c:23]([C:24](=[O:25])[Cl:26])[cH:27][cH:28]1.[NH2:1][CH2:2][CH2:3][CH2:4][n:5]1[cH:6][n:7][cH:8][cH:9]1>>[NH:1]([CH2:2][CH2:3][CH2:4][n:5]1[cH:6][n:7][cH:8][cH:9]1)[C:24]([c:23]1[cH:22][cH:21][c:20]([Cl:19])[cH:28][cH:27]1)=[O:25]. Reactants: O=C(Cl)Cl, C1CCCC1, C1CCOC1, CCN(C(C)C)C(C)C, [Cl-], CCC([NH3+])C(=O)N1CCC(O)(c2ccc(Cl)cc2)C(C)(C)C1. The product is CCC(NC(=O)C1CCCC1)C(=O)N1CCC(O)(c2ccc(Cl)cc2)C(C)(C)C1. RXN SMILES: [C:24](=[O:25])([Cl:26])[Cl:27].[CH2:28]1[CH2:29][CH2:30][CH2:31][CH2:32]1.[CH2:42]1[O:43][CH2:44][CH2:45][CH2:46]1.[CH:33]([N:34]([CH2:35][CH3:36])[CH:37]([CH3:38])[CH3:39])([CH3:40])[CH3:41].[Cl-:1].[Cl:2][c:3]1[cH:4][cH:5][c:6]([C:9]2([OH:23])[C:10]([CH3:21])([CH3:22])[CH2:11][N:12]([C:15]([CH:16]([CH2:17][CH3:18])[NH3+:19])=[O:20])[CH2:13][CH2:14]2)[cH:7][cH:8]1>>[Cl:2][c:3]1[cH:4][cH:5][c:6]([C:9]2([OH:23])[C:10]([CH3:21])([CH3:22])[CH2:11][N:12]([C:15]([CH:16]([CH2:17][CH3:18])[NH:19][C:24](=[O:25])[CH:28]3[CH2:29][CH2:30][CH2:31][CH2:32]3)=[O:20])[CH2:13][CH2:14]2)[cH:7][cH:8]1. Reactants: CO (methanol), CON(C(=O)C1=NC=CC=C1N(COC)S(=O)(=O)C1=CC(=C(C=C1)Cl)C(F)(F)F)C (3-[(4-chloro-3-trifluoromethyl-benzenesulfonyl)-methoxymethyl-amino]-pyridine-2-carboxylic acid methoxy-methyl-amide), IC=1C2=C(N=CN1)N(C=C2)COCC[Si](C)(C)C (4-iodo-7-(2-trimethylsilanyl-ethoxymethyl)-7H-pyrrolo[2,3-d]pyrimidine), Cl (hydrochloric acid), ketone. The solvent is C1CCOC1 (THF), C(C)(C)[Mg]Cl (isopropylmagnesium chloride), C1CCOC1 (THF). Product: ClC1=C(C=C(C=C1)S(=O)(=O)NC=1C(=NC=CC1)C(=O)C=1C2=C(N=CN1)NC=C2)C(F)(F)F (4-Chloro-N-[2-(7H-pyrrolo[2,3-d]pyrimidine-4-carbonyl)-pyridin-3-yl]-3-trifluoromethyl-benzenesulfonamide). RXN SMILES: CON(C)[C:4]([C:6]1[C:11]([N:12]([S:16]([C:19]2[CH:24]=[CH:23][C:22]([Cl:25])=[C:21]([C:26]([F:29])([F:28])[F:27])[CH:20]=2)(=[O:18])=[O:17])COC)=[CH:10][CH:9]=[CH:8][N:7]=1)=[O:5].I[C:32]1[C:33]2[CH:40]=[CH:39][N:38](COCC[Si](C)(C)C)[C:34]=2[N:35]=[CH:36][N:37]=1.CO.Cl>C1COCC1.C([Mg]Cl)(C)C>[Cl:25][C:22]1[CH:23]=[CH:24][C:19]([S:16]([NH:12][C:11]2[C:6]([C:4]([C:32]3[C:33]4[CH:40]=[CH:39][NH:38][C:34]=4[N:35]=[CH:36][N:37]=3)=[O:5])=[N:7][CH:8]=[CH:9][CH:10]=2)(=[O:18])=[O:17])=[CH:20][C:21]=1[C:26]([F:28])([F:27])[F:29]. Reported procedure: Prepared from 248 mg (0.53 mmol) of 3-[(4-chloro-3-trifluoromethyl-benzenesulfonyl)-methoxymethyl-amino]-pyridine-2-carboxylic acid methoxy-methyl-amide, 239 mg (0.58 mmol) of 90% 4-iodo-7-(2-trimethylsilanyl-ethoxymethyl)-7H-pyrrolo[2,3-d]pyrimidine dissolved in 2 mL THF with 0.32 mL of 2 M isopropylmagnesium chloride solution in THF added. All of the resulting intermediate ketone was used in the second step with 4 mL methanol and 4 mL 6N hydrochloric acid mixture to give after purification 29 ... Reactants: BrC=1C=C(C(N(C1)C1=CC=CC=C1)=O)C1=C(C=CC=C1)Cl (5-bromo-3-(2-chlorophenyl)-1-phenyl-1,2-dihydropyridin-2-one), BrC=1C=C(C(N(C1)C1=CC=CC=C1)=O)I (5-bromo-1-phenyl-3-iodo-1,2-dihydropyridin-2-one), ClC1=C(C=CC=C1)B(O)O (2-chlorophenyl boronic acid), C1(CCCCC1)[Mg]Cl (cyclohexyl magnesium chloride), [Cl-].[NH4+] (ammonium chloride). The reagents and catalysts are [Ni](Cl)Cl.C1(=CC=CC=C1)P(CCCP(C1=CC=CC=C1)C1=CC=CC=C1)C1=CC=CC=C1 ([1,3-bis(diphenylphosphino)propane] nickel (II) chloride). Run in O1CCCC1 (tetrahydrofuran). Conditions: time 8 hour. Product: ClC1=C(C=CC=C1)C=1C(N(C=C(C1)C1CCCCC1)C1=CC=CC=C1)=O (3-(2-Chlorophenyl)-5-cyclohexyl-1-phenyl-1,2-dihydropyridin-2-one). As a reaction SMILES: Br[C:2]1[CH:3]=[C:4]([C:15]2[CH:20]=[CH:19][CH:18]=[CH:17][C:16]=2[Cl:21])[C:5](=[O:14])[N:6]([C:8]2[CH:13]=[CH:12][CH:11]=[CH:10][CH:9]=2)[CH:7]=1.BrC1C=C(I)C(=O)N([C:29]2[CH:34]=[CH:33][CH:32]=[CH:31][CH:30]=2)C=1.ClC1C=CC=CC=1B(O)O.C1([Mg]Cl)CCCCC1.[Cl-].[NH4+]>O1CCCC1.[Ni](Cl)Cl.C1(P(C2C=CC=CC=2)CCCP(C2C=CC=CC=2)C2C=CC=CC=2)C=CC=CC=1>[Cl:21][C:16]1[CH:17]=[CH:18][CH:19]=[CH:20][C:15]=1[C:4]1[C:5](=[O:14])[N:6]([C:8]2[CH:13]=[CH:12][CH:11]=[CH:10][CH:9]=2)[CH:7]=[C:2]([CH:29]2[CH2:34][CH2:33][CH2:32][CH2:31][CH2:30]2)[CH:3]=1 |f:4.5,7.8|. Procedure: 30 mg of 5-bromo-3-(2-chlorophenyl)-1-phenyl-1,2-dihydropyridin-2-one synthesized from 5-bromo-1-phenyl-3-iodo-1,2-dihydropyridin-2-one and 2-chlorophenyl boronic acid in accordance with the method of Referential Example 3 was dissolved in 20 ml of tetrahydrofuran, followed by adding 1 mg of [1,3-bis(diphenylphosphino)propane] nickel (II) chloride. Under stirring in nitrogen atmosphere, 0.1 ml of cyclohexyl magnesium chloride (2.0M ether solution) was added dropwise thereinto. After stirring at ... Yields the product CCOc1cc(C(O)c2ccc3c(c2)OCO3)ccc1OC. Reaction SMILES: [Br:1][c:2]1[cH:3][c:4]([O:10][CH2:11][CH3:12])[c:5]([O:8][CH3:9])[cH:6][cH:7]1.[CH2:13]([Li:14])[CH2:15][CH2:16][CH3:17].[CH2:33]1[O:34][CH2:35][CH2:36][CH2:37]1.[CH:29]([OH:30])([CH3:31])[CH3:32].[O:18]1[CH2:19][O:20][c:21]2[c:22]1[cH:23][cH:24][c:25]([CH:27]=[O:28])[cH:26]2.[OH2:38]>>[c:2]1([CH:27]([c:25]2[cH:24][cH:23][c:22]3[c:21]([cH:26]2)[O:20][CH2:19][O:18]3)[OH:28])[cH:3][c:4]([O:10][CH2:11][CH3:12])[c:5]([O:8][CH3:9])[cH:6][cH:7]1. The reactants are CCOc1cc(Br)ccc1OC, [Li]CCCC, C1CCOC1, CC(C)O, O=Cc1ccc2c(c1)OCO2, O. Starting materials: C(C)(C)(C)P(C1=C(C(=CC=C1OC)OC)C1=C(C=C(C=C1C(C)C)C(C)C)C(C)C)C(C)(C)C (di-tert-butyl(2′,4′,6′-triisopropyl-3,6-dimethoxybiphenyl-2-yl)phosphine), [O-]P(=O)([O-])[O-].[K+].[K+].[K+] (potassium phosphate tribasic), FC(C(C(F)(F)F)(S(=O)(=O)OC1=CC2=CC=C(C=C2C=C1)C1=C(C(=CC(=C1)N1C(NC(C=C1)=O)=O)C(C)(C)C)OC)F)(F)F (6-(3-tert-Butyl-5-(2,4-dioxo-3,4-dihydropyrimidin-1(2H)-yl)-2-methoxyphenyl)naphthalen-2-yl 1,1,1,2,3,3,3-heptafluoropropane-2-sulfonate), FC(C(C(F)(F)F)(S(=O)(=O)OC1=CC2=CC=C(C=C2C=C1)C1=C(C(=CC(=C1)N1C(NC(C=C1)=O)=O)C(C)(C)C)OC)F)(F)F (6-(3-tert-Butyl-5-(2,4-dioxo-3,4-dihydropyrimidin-1(2H)-yl)-2-methoxyphenyl)naphthalen-2-yl 1,1,1,2,3,3,3-heptafluoropropane-2-sulfonate), CS(=O)(=O)N (methanesulfonamide), CC1OCCC1 (2-Methyltetrahydrofuran). Reagents/catalysts: C=1C=CC(=CC1)/C=C/C(=O)/C=C/C2=CC=CC=C2.C=1C=CC(=CC1)/C=C/C(=O)/C=C/C2=CC=CC=C2.C=1C=CC(=CC1)/C=C/C(=O)/C=C/C2=CC=CC=C2.[Pd].[Pd] (Tris(dibenzylideneacetone)dipalladium(0)). Run in C(C)(=O)OCC (ethyl acetate). Run at temperature 80 celsius, time 30 minute. Yields the product C(C)(C)(C)C=1C(=C(C=C(C1)N1C(NC(C=C1)=O)=O)C=1C=C2C=CC(=CC2=CC1)NS(=O)(=O)C)OC (N-(6-(3-tert-butyl-5-(2,4-dioxo-3,4-dihydropyrimidin-1(2H)-yl)-2-methoxyphenyl)naphthalen-2-yl)methanesulfonamide). As a reaction SMILES: C(P(C(C)(C)C)C1C(OC)=CC=C(OC)C=1C1C(C(C)C)=CC(C(C)C)=CC=1C(C)C)(C)(C)C.[O-]P([O-])([O-])=O.[K+].[K+].[K+].CC1CCCO1.FC(F)(F)C(F)(S(O[C:60]1[CH:69]=[CH:68][C:67]2[C:62](=[CH:63][CH:64]=[C:65]([C:70]3[CH:75]=[C:74]([N:76]4[CH:81]=[CH:80][C:79](=[O:82])[NH:78][C:77]4=[O:83])[CH:73]=[C:72]([C:84]([CH3:87])([CH3:86])[CH3:85])[C:71]=3[O:88][CH3:89])[CH:66]=2)[CH:61]=1)(=O)=O)C(F)(F)F.[CH3:93][S:94]([NH2:97])(=[O:96])=[O:95]>C1C=CC(/C=C/C(/C=C/C2C=CC=CC=2)=O)=CC=1.C1C=CC(/C=C/C(/C=C/C2C=CC=CC=2)=O)=CC=1.C1C=CC(/C=C/C(/C=C/C2C=CC=CC=2)=O)=CC=1.[Pd].[Pd].C(OCC)(=O)C>[C:84]([C:72]1[C:71]([O:88][CH3:89])=[C:70]([C:65]2[CH:66]=[C:67]3[C:62](=[CH:63][CH:64]=2)[CH:61]=[C:60]([NH:97][S:94]([CH3:93])(=[O:96])=[O:95])[CH:69]=[CH:68]3)[CH:75]=[C:74]([N:76]2[CH:81]=[CH:80][C:79](=[O:82])[NH:78][C:77]2=[O:83])[CH:73]=1)([CH3:86])([CH3:87])[CH3:85] |f:1.2.3.4,8.9.10.11.12|. Procedure: Tris(dibenzylideneacetone)dipalladium(0) (0.0071 g, 7.71 μmol), di-tert-butyl(2′,4′,6′-triisopropyl-3,6-dimethoxybiphenyl-2-yl)phosphine (0.0089 g, 19.0 μmol) and milled potassium phosphate tribasic (0.360 g, 1.696 mmol) were charged to a 40-mL reaction vial inside an inert atmosphere glove box. 2-Methyltetrahydrofuran (4 mL) was added, and the closed vial and its contents were heated to 80° C. with magnetic stirring for 30 minutes. The reaction mixture was cooled down to room temperature. 6-(3-... The reactants are C(C)(C)[N-]C(C)C.[Li+] (lithium diisopropylamide), CC12C3OC(OC3C(CC(C1)=O)(O2)C)(C)C (1,4,4,7-tetramethyl-3,5,11-trioxa-tricyclo[5.3.1.02,6]undecan-9-one), FC(C(C(S(=O)(=O)F)(F)F)(F)F)(C(F)(F)F)F (nonafluoro-1-butanesulfonylfluoride). Solvent: O (water), C1CCOC1 (THF). Reaction conditions: temperature -78 celsius, time 2 hour. Product: CC12C3OC(OC3C(C=C(C1)OS(=O)(=O)C(C(C(C(F)(F)F)(F)F)(F)F)(F)F)(O2)C)(C)C (1,1,2,2,3,3,4,4,4-Nonafluoro-butane-1-sulfonic acid1,4,4,7-tetramethyl-3,5,11-trioxa-tricyclo[5.3.1.02,6]undec-8-en-9-yl ester). Yield: 63.0%. RXN SMILES: [CH3:1][C:2]12[O:13][C:8]([CH3:14])([CH2:9][C:10](=[O:12])[CH2:11]1)[CH:7]1[CH:3]2[O:4][C:5]([CH3:16])([CH3:15])[O:6]1.C([N-]C(C)C)(C)C.[Li+].[F:25][C:26]([F:41])([C:37]([F:40])([F:39])[F:38])[C:27]([F:36])([F:35])[C:28]([F:34])([F:33])[S:29](F)(=[O:31])=[O:30]>C1COCC1.O>[CH3:14][C:8]12[O:13][C:2]([CH3:1])([CH:11]=[C:10]([O:12][S:29]([C:28]([F:33])([F:34])[C:27]([F:35])([F:36])[C:26]([F:25])([F:41])[C:37]([F:40])([F:39])[F:38])(=[O:31])=[O:30])[CH2:9]1)[CH:3]1[CH:7]2[O:6][C:5]([CH3:16])([CH3:15])[O:4]1 |f:1.2|. Reported procedure: A solution of 1,4,4,7-tetramethyl-3,5,11-trioxa-tricyclo[5.3.1.02,6]undecan-9-one (Bulletin of the Chemical Society of Japan (1983), 56(9), 2680-99, 386 mg, 1.71 mmol) in THF (10 mL) was cooled to −78° C. under Ar and treated with lithium diisopropylamide (LDA) (1.00 mL of 2M in heptane/THF/ethylbenzene, 2 mmol). The resulting mixture was stirred at −78° C. for 2 h and treated dropwise with nonafluoro-1-butanesulfonylfluoride (0.60 mL, 3.4 mmol). The reaction mixture was allowed to warm to RT an... The reactants are CO, O=c1c2cc(C3CO3)ccc2ccc2ncc(Cl)cc12, CC(C)(C)OC(=O)N1CCNCC1. The product is CC(C)(C)OC(=O)N1CCN(CC(O)c2ccc3ccc4ncc(Cl)cc4c(=O)c3c2)CC1. As a reaction SMILES: [CH3:34][OH:35].[Cl:1][c:2]1[cH:3][c:4]2[c:5]([n:6][cH:7]1)[cH:8][cH:9][c:10]1[c:11]([c:12]2=[O:13])[cH:14][c:15]([CH:18]2[O:19][CH2:20]2)[cH:16][cH:17]1.[N:21]1([C:27](=[O:28])[O:29][C:30]([CH3:31])([CH3:32])[CH3:33])[CH2:22][CH2:23][NH:24][CH2:25][CH2:26]1>>[Cl:1][c:2]1[cH:3][c:4]2[c:5]([n:6][cH:7]1)[cH:8][cH:9][c:10]1[c:11]([c:12]2=[O:13])[cH:14][c:15]([CH:18]([OH:19])[CH2:20][N:24]2[CH2:23][CH2:22][N:21]([C:27](=[O:28])[O:29][C:30]([CH3:31])([CH3:32])[CH3:33])[CH2:26][CH2:25]2)[cH:16][cH:17]1.